From a dataset of the Open Reaction Database (ORD), a public repository of structured organic reaction records. describe an organic reaction: reactants, conditions, products, and yield Starting materials: C(CCCCCC)N1C=NC=C1 (1-heptyl-1H-imidazole), ClCCCS(=O)(=O)NC1=C(C=CC=C1C)C (3-chloro-N-(2,6-dimethylphenyl)propanesulfonamide). Run in O (H2O). Yields the product [Cl-].CC1=C(C(=CC=C1)C)NS(=O)(=O)CCC[N+]1=CN(C=C1)CCCCCCC (1-[3-((2,6-Dimethylphenyl)sulfamoyl)propyl]-3-heptylimidazolium chloride). RXN SMILES: [CH2:1]([N:8]1[CH:12]=[CH:11][N:10]=[CH:9]1)[CH2:2][CH2:3][CH2:4][CH2:5][CH2:6][CH3:7].[Cl:13][CH2:14][CH2:15][CH2:16][S:17]([NH:20][C:21]1[C:26]([CH3:27])=[CH:25][CH:24]=[CH:23][C:22]=1[CH3:28])(=[O:19])=[O:18]>O>[Cl-:13].[CH3:28][C:22]1[CH:23]=[CH:24][CH:25]=[C:26]([CH3:27])[C:21]=1[NH:20][S:17]([CH2:16][CH2:15][CH2:14][N+:10]1[CH:11]=[CH:12][N:8]([CH2:1][CH2:2][CH2:3][CH2:4][CH2:5][CH2:6][CH3:7])[CH:9]=1)(=[O:19])=[O:18] |f:3.4|. Procedure: Combine 15.0 g (0.0919 mole) 1-heptyl-1H-imidazole and 25.5 g (0.0974 mole) 3-chloro-N-(2,6-dimethylphenyl)propanesulfonamide and heat for about 24 hours at 130° C. Follow the progress of the reaction by thin-layer chromatography on silica gel (acetonitrile: ammonium hydroxide, 9:1). At the completion of the reaction, dissolve the resulting cooled oil in 500 ml H2O. Extract the resultant solution with 6×500 ml hexane. Extract aqueous layer with 3×500 ml CH2Cl2. Wash combined CH2Cl2 layers 1×250 ... Reactants: C(C)(=O)NC1=CC=C(C=C1)S(=O)(=O)C1CC(N(C1C1=C(C=CC=C1)F)C(CNC(=O)NC1=CC(=CC=C1)C(=O)OCC1=CC=CC=C1)=O)C(=O)OC(C)(C)C (tert-butyl (2RS,4SR,5RS)-4-(4-acetamidophenyl)sulphonyl-1-{2-[3-(3-benzyloxycarbonylphenyl)ureido]acetyl}-5-(2-fluorophenyl)-2-pyrrolidinecarboxylate). Reagents/catalysts: [Pd] (palladium-on-charcoal). Run in C(C)O (ethanol). Yields the product C(C)(=O)NC1=CC=C(C=C1)S(=O)(=O)C1CC(N(C1C1=C(C=CC=C1)F)C(CNC(NC=1C=C(C(=O)O)C=CC1)=O)=O)C(=O)OC(C)(C)C ((2RS,4SR,5RS)-3-(3-{2-[4-(4-acetamidophenyl)sulphonyl-2-tert-butoxycarbonyl-5-(2-fluorophenyl)-1-pyrrolidinyl]-2-oxoethyl}ureido)benzoic acid). The yield is 63.7%. RXN SMILES: [C:1]([NH:4][C:5]1[CH:10]=[CH:9][C:8]([S:11]([CH:14]2[CH:18]([C:19]3[CH:24]=[CH:23][CH:22]=[CH:21][C:20]=3[F:25])[N:17]([C:26](=[O:48])[CH2:27][NH:28][C:29]([NH:31][C:32]3[CH:37]=[CH:36][CH:35]=[C:34]([C:38]([O:40]CC4C=CC=CC=4)=[O:39])[CH:33]=3)=[O:30])[CH:16]([C:49]([O:51][C:52]([CH3:55])([CH3:54])[CH3:53])=[O:50])[CH2:15]2)(=[O:13])=[O:12])=[CH:7][CH:6]=1)(=[O:3])[CH3:2]>[Pd].C(O)C>[C:1]([NH:4][C:5]1[CH:10]=[CH:9][C:8]([S:11]([CH:14]2[CH:18]([C:19]3[CH:24]=[CH:23][CH:22]=[CH:21][C:20]=3[F:25])[N:17]([C:26](=[O:48])[CH2:27][NH:28][C:29](=[O:30])[NH:31][C:32]3[CH:33]=[C:34]([CH:35]=[CH:36][CH:37]=3)[C:38]([OH:40])=[O:39])[CH:16]([C:49]([O:51][C:52]([CH3:55])([CH3:54])[CH3:53])=[O:50])[CH2:15]2)(=[O:13])=[O:12])=[CH:7][CH:6]=1)(=[O:3])[CH3:2]. Procedure: The process is performed as described in Example 2A, but starting with 1.6 g of tert-butyl (2RS,4SR,5RS)-4-(4-acetamidophenyl)sulphonyl-1-{2-[3-(3-benzyloxycarbonylphenyl)ureido]acetyl}-5-(2-fluorophenyl)-2-pyrrolidinecarboxylate, 0.2 g of 10% palladium-on-charcoal and 100 cm3 of ethanol under a hydrogen atmosphere (130 kPa). After treatment, 0.9 g of (2RS,4SR,5RS)-3-(3-{2-[4-(4-acetamidophenyl)sulphonyl-2-tert-butoxycarbonyl-5-(2-fluorophenyl)-1-pyrrolidinyl]-2-oxoethyl}ureido)benzoic acid is o... The reactants are O=C([O-])[O-], C1COCCO1, CO, CS(=O)(=O)c1ccc(B(O)O)cc1, Nc1cnc(Br)cn1, [Na+], [Na+], c1ccc(P(c2ccccc2)(c2ccccc2)[Pd](P(c2ccccc2)(c2ccccc2)c2ccccc2)(P(c2ccccc2)(c2ccccc2)c2ccccc2)P(c2ccccc2)(c2ccccc2)c2ccccc2)cc1. The product is CS(=O)(=O)c1ccc(-c2cnc(N)cn2)cc1. As a reaction SMILES: [C:22](=[O:23])([O-:24])[O-:25].[CH2:28]1[O:29][CH2:30][CH2:31][O:32][CH2:33]1.[CH3:34][OH:35].[CH3:9][S:10](=[O:11])(=[O:12])[c:13]1[cH:14][cH:15][c:16]([B:19]([OH:20])[OH:21])[cH:17][cH:18]1.[NH2:1][c:2]1[n:3][cH:4][c:5]([Br:8])[n:6][cH:7]1.[Na+:26].[Na+:27].[cH:36]1[cH:37][cH:38][c:39]([P:40]([Pd:41]([P:42]([c:43]2[cH:44][cH:45][cH:46][cH:47][cH:48]2)([c:49]2[cH:50][cH:51][cH:52][cH:53][cH:54]2)[c:55]2[cH:56][cH:57][cH:58][cH:59][cH:60]2)([P:61]([c:62]2[cH:63][cH:64][cH:65][cH:66][cH:67]2)([c:68]2[cH:69][cH:70][cH:71][cH:72][cH:73]2)[c:74]2[cH:75][cH:76][cH:77][cH:78][cH:79]2)[P:80]([c:81]2[cH:82][cH:83][cH:84][cH:85][cH:86]2)([c:87]2[cH:88][cH:89][cH:90][cH:91][cH:92]2)[c:93]2[cH:94][cH:95][cH:96][cH:97][cH:98]2)([c:99]2[cH:100][cH:101][cH:102][cH:103][cH:104]2)[c:105]2[cH:106][cH:107][cH:108][cH:109][cH:110]2)[cH:111][cH:112]1>>[NH2:1][c:2]1[n:3][cH:4][c:5](-[c:16]2[cH:15][cH:14][c:13]([S:10]([CH3:9])(=[O:11])=[O:12])[cH:18][cH:17]2)[n:6][cH:7]1. The reactants are O=C([O-])O, C1CCOC1, CCO, CCOP(=O)(OCC)C(CCCCl)C(=O)OC(C)(C)C, Cc1cn(-c2ccc(C=O)cc2F)cn1, [Li+], [Na+], [OH-], O, O. The product is Cc1cn(-c2ccc(C=C(CCCCl)C(=O)OC(C)(C)C)cc2F)cn1. Reaction SMILES: [C:40](=[O:41])([OH:42])[O-:43].[CH2:45]1[O:46][CH2:47][CH2:48][CH2:49]1.[CH3:50][CH2:51][OH:52].[Cl:16][CH2:17][CH2:18][CH2:19][CH:20]([C:21](=[O:22])[O:23][C:24]([CH3:25])([CH3:26])[CH3:27])[P:28]([O:29][CH2:30][CH3:31])([O:32][CH2:33][CH3:34])=[O:35].[F:1][c:2]1[cH:3][c:4]([CH:5]=[O:6])[cH:7][cH:8][c:9]1-[n:10]1[cH:11][n:12][c:13]([CH3:15])[cH:14]1.[Li+:38].[Na+:44].[OH-:37].[OH2:36].[OH2:39]>>[F:1][c:2]1[cH:3][c:4]([CH:5]=[C:20]([CH2:19][CH2:18][CH2:17][Cl:16])[C:21](=[O:22])[O:23][C:24]([CH3:25])([CH3:26])[CH3:27])[cH:7][cH:8][c:9]1-[n:10]1[cH:11][n:12][c:13]([CH3:15])[cH:14]1. Reactants: [BH4-], CCO, COc1ccc2oc(C=O)cc2c1, [Na+]. Product: COc1ccc2oc(CO)cc2c1. RXN SMILES: [BH4-:14].[CH3:16][CH2:17][OH:18].[CH3:1][O:2][c:3]1[cH:4][cH:5][c:6]2[c:7]([cH:8][c:9]([CH:11]=[O:12])[o:10]2)[cH:13]1.[Na+:15]>>[CH3:1][O:2][c:3]1[cH:4][cH:5][c:6]2[c:7]([cH:8][c:9]([CH2:11][OH:12])[o:10]2)[cH:13]1. Starting materials: [Cl-].[Li+] (Lithium chloride), C(CCC)[Sn](C(=C[Si](C)(C)C)C1=CC=C(C(=O)OCC)C=C1)(CCCC)CCCC (ethyl 4-(1-(tributylstannyl)-2-(trimethylsilyl)-ethen-1-yl)-benzoate), CC1(CCC(C2=CC(=C(C=C12)C)Br)=O)C (1,2,3,4-tetrahydro-4,4,6-trimethyl-1-oxo-7-bromonaphthalene). Reagents/catalysts: [Cu](I)I (copper iodide), C=1C=CC(=CC1)[P](C=2C=CC=CC2)(C=3C=CC=CC3)[Pd]([P](C=4C=CC=CC4)(C=5C=CC=CC5)C=6C=CC=CC6)([P](C=7C=CC=CC7)(C=8C=CC=CC8)C=9C=CC=CC9)[P](C=1C=CC=CC1)(C=1C=CC=CC1)C=1C=CC=CC1 (tetrakis(triphenylphosphine)palladium(0)). Run at temperature 80 celsius. Yields the product CC=1C(=CC=2C(CCC(C2C1)(C)C)=O)C(=C[Si](C)(C)C)C1=CC=C(C(=O)OCC)C=C1 (Ethyl 4-[1-(5,6,7,8-tetrahydro-3,5,5-trimethyl-8-oxo-2-naphthalenyl)-2-trimethylsilyl -ethenyl]benzoate). Reaction SMILES: [CH3:1][C:2]1([CH3:15])[C:11]2[C:6](=[CH:7][C:8](Br)=[C:9]([CH3:12])[CH:10]=2)[C:5](=[O:14])[CH2:4][CH2:3]1.[Cl-].[Li+].C([Sn](CCCC)(CCCC)[C:23]([C:29]1[CH:39]=[CH:38][C:32]([C:33]([O:35][CH2:36][CH3:37])=[O:34])=[CH:31][CH:30]=1)=[CH:24][Si:25]([CH3:28])([CH3:27])[CH3:26])CCC>[Cu](I)I.C1C=CC([P]([Pd]([P](C2C=CC=CC=2)(C2C=CC=CC=2)C2C=CC=CC=2)([P](C2C=CC=CC=2)(C2C=CC=CC=2)C2C=CC=CC=2)[P](C2C=CC=CC=2)(C2C=CC=CC=2)C2C=CC=CC=2)(C2C=CC=CC=2)C2C=CC=CC=2)=CC=1>[CH3:12][C:9]1[C:8]([C:23]([C:29]2[CH:30]=[CH:31][C:32]([C:33]([O:35][CH2:36][CH3:37])=[O:34])=[CH:38][CH:39]=2)=[CH:24][Si:25]([CH3:28])([CH3:27])[CH3:26])=[CH:7][C:6]2[C:5](=[O:14])[CH2:4][CH2:3][C:2]([CH3:15])([CH3:1])[C:11]=2[CH:10]=1 |f:1.2,^1:54,56,75,94|. Procedure details: A solution of 1,2,3,4-tetrahydro-4,4,6-trimethyl-1-oxo-7-bromonaphthalene (8.5 g, 31.8 mmol) was purged with argon (2×). Lithium chloride (4.0 g), copper iodide (0.860 g), tetrakis(triphenylphosphine)palladium(0) (1.8 g, 1.6 mmol) and ethyl 4-(1-(tributylstannyl)-2-(trimethylsilyl)-ethen-1-yl)-benzoate (24.0 g, 44.5 mmol) were then added and the resulting mixture was again purged with argon. The mixture was heated to 80° C. for ˜4 hours, and then cooled to room temperature. The mixture was poure... Starting materials: CCc1cc2c(=O)n(CC(=O)c3ccc(F)cc3)c(=O)n(Cc3ccc(-c4ccccc4-c4noc(=O)[nH]4)cc3)c2s1, CCO, ClC(Cl)Cl, Cl, NOCC(=O)O, [Na+], O=C([O-])O, O. The product is CCc1cc2c(=O)n(CC(=NOCC(=O)O)c3ccc(F)cc3)c(=O)n(Cc3ccc(-c4ccccc4-c4noc(=O)[nH]4)cc3)c2s1. RXN SMILES: [CH2:1]([CH3:2])[c:3]1[cH:4][c:5]2[c:6]([n:7]([CH2:23][c:24]3[cH:25][cH:26][c:27](-[c:30]4[c:31](-[c:36]5[n:37][o:38][c:39](=[O:41])[nH:40]5)[cH:32][cH:33][cH:34][cH:35]4)[cH:28][cH:29]3)[c:8](=[O:22])[n:9]([CH2:12][C:13](=[O:14])[c:15]3[cH:16][cH:17][c:18]([F:21])[cH:19][cH:20]3)[c:10]2=[O:11])[s:42]1.[CH3:60][CH2:61][OH:62].[CH:56]([Cl:57])([Cl:58])[Cl:59].[ClH:54].[NH2:43][O:44][CH2:45][C:46](=[O:47])[OH:48].[Na+:53].[O-:49][C:50]([OH:51])=[O:52].[OH2:55]>>[CH2:1]([CH3:2])[c:3]1[cH:4][c:5]2[c:6]([n:7]([CH2:23][c:24]3[cH:25][cH:26][c:27](-[c:30]4[c:31](-[c:36]5[n:37][o:38][c:39](=[O:41])[nH:40]5)[cH:32][cH:33][cH:34][cH:35]4)[cH:28][cH:29]3)[c:8](=[O:22])[n:9]([CH2:12][C:13]([c:15]3[cH:16][cH:17][c:18]([F:21])[cH:19][cH:20]3)=[N:43][O:44][CH2:45][C:46](=[O:47])[OH:48])[c:10]2=[O:11])[s:42]1.